Dataset: the Open Reaction Database (ORD), a public repository of structured organic reaction records. Task: describe an organic reaction: reactants, conditions, products, and yield Reactants: ClC1=CC=NC2=CC(=CC=C12)Cl (4,7-dichloro-quinoline), N1N=CN=C1 (1,2,4-triazole), CN(C=O)C (dimethyl formamide), [OH-].[NH4+] (ammonium hydroxide). Run in O (water). Reaction conditions: temperature 100 celsius, time 6 hour. Yields the product N1(N=CN=C1)C1=CC=NC2=CC(=CC=C12)Cl (4-(1H-1,2,4-triazole-1-yl)-7-chloro-quinoline). Isolated yield 69.8%. Reaction SMILES: Cl[C:2]1[C:11]2[C:6](=[CH:7][C:8]([Cl:12])=[CH:9][CH:10]=2)[N:5]=[CH:4][CH:3]=1.[NH:13]1[CH:17]=[N:16][CH:15]=[N:14]1.CN(C)C=O.[OH-].[NH4+]>O>[N:13]1([C:2]2[C:11]3[C:6](=[CH:7][C:8]([Cl:12])=[CH:9][CH:10]=3)[N:5]=[CH:4][CH:3]=2)[CH:17]=[N:16][CH:15]=[N:14]1 |f:3.4|. Procedure details: A mixture of 1.98 g of 4,7-dichloro-quinoline, 1.38 g of 1,2,4-triazole and 10 ml of dimethyl formamide is stirred at 100° C. for 6 hours, whereupon the reaction mixture is poured into 100 ml of water and neutralized with 1 ml of a concentrated ammonium hydroxide solution. The precipitated product is filtered and recrystallized from ethanol. Thus 1.61 g of the desired product are obtained, yield 70%, Mp.: 169°-170° C. Reactants: ClC1=NC(=NC=C1)C1=CN(C2=CC=C(C=C12)C1=NN=C(O1)NC(C)C)S(=O)(=O)C1=CC=C(C)C=C1 (5-(3-(4-chloropyrimidin-2-yl)-1-tosyl-1H-indol-5-yl)-N-isopropyl-1,3,4-oxadiazol-2-amine), C[O-].[Na+] (sodium methoxide). Run in CO (MeOH). Reaction conditions: temperature 100 celsius. Product: C(C)(C)NC=1OC(=NN1)C=1C=C2C(=CNC2=CC1)C1=NC=CC(=N1)OC (N-isopropyl-5-(3-(4-methoxypyrimidin-2-yl)-1H-indol-5-yl)-1,3,4-oxadiazol-2-amine). Isolated yield 61.2%. RXN SMILES: Cl[C:2]1[CH:7]=[CH:6][N:5]=[C:4]([C:8]2[C:16]3[C:11](=[CH:12][CH:13]=[C:14]([C:17]4[O:21][C:20]([NH:22][CH:23]([CH3:25])[CH3:24])=[N:19][N:18]=4)[CH:15]=3)[N:10](S(C3C=CC(C)=CC=3)(=O)=O)[CH:9]=2)[N:3]=1.[CH3:36][O-:37].[Na+]>CO>[CH:23]([NH:22][C:20]1[O:21][C:17]([C:14]2[CH:15]=[C:16]3[C:11](=[CH:12][CH:13]=2)[NH:10][CH:9]=[C:8]3[C:4]2[N:3]=[C:2]([O:37][CH3:36])[CH:7]=[CH:6][N:5]=2)=[N:18][N:19]=1)([CH3:24])[CH3:25] |f:1.2|. Procedure details: A glass microwave reaction vessel was charged with 5-(3-(4-chloropyrimidin-2-yl)-1-tosyl-1H-indol-5-yl)-N-isopropyl-1,3,4-oxadiazol-2-amine (50 mg, 0.098 mmol) and sodium methoxide (18.57 mg, 0.344 mmol, Alfa Aesar) in MeOH (1 mL). The reaction was stirred and heated in a Initiator microwave reactor at 85° C. for 30 min and 100° C. for 1 h. The solvent was removed and the residue was purified with RP-HPLC (eluent: 10-50% MeCN in water with 0.1% TFA). The fractions containing the product were com... The reactants are C1OC=2C=C(C=CC2OC1)NC1=NC(=NC=C1F)NC1=CC(=CC=C1)O (N4-(3,4-ethylenedioxyphenyl)-5-fluoro-N2-(3-hydroxyphenyl)-2,4-pyrimidinediamine), N1=CC(=CC=C1)CN (3-pyridylmethylamine), ClC1=NC=C(C(=N1)Cl)F (2,4-dichloro-5-fluoropyrimidine). Product: ClC1=NC=C(C(=N1)NCC=1C=NC=CC1)F (2-chloro-5-fluoro-N4-(3-pyridylmethyl)-4-pyrimidineamine). Reaction SMILES: C1COC2C=CC(NC3C(F)=CN=C(NC4C=CC=C(O)C=4)N=3)=CC=2O1.[N:27]1[CH:32]=[CH:31][CH:30]=[C:29]([CH2:33][NH2:34])[CH:28]=1.[Cl:35][C:36]1[N:41]=[C:40](Cl)[C:39]([F:43])=[CH:38][N:37]=1>>[Cl:35][C:36]1[N:41]=[C:40]([NH:34][CH2:33][C:29]2[CH:28]=[N:27][CH:32]=[CH:31][CH:30]=2)[C:39]([F:43])=[CH:38][N:37]=1. Procedure details: In a manner analogous to the preparation of N4-(3,4-ethylenedioxyphenyl)-5-fluoro-N2-(3-hydroxyphenyl)-2,4-pyrimidinediamine, 3-pyridylmethylamine (162 mg, 1.5 mmol) and 2,4-dichloro-5-fluoropyrimidine (50 mg, 0.3 mmol) were reacted to give 2-chloro-5-fluoro-N4-(3-pyridylmethyl)-4-pyrimidineamine. Then 2-chloro-5-fluoro-N4-(3-pyridylmethyl)-4-pyrimidineamine and 3-aminophenol (200 mg, 1.83 mmol) reacted to give 5-fluoro-N2-(3-hydroxyphenyl)-N4-(3-pyridylmethyl)-2,4-pyrimidinediamine (40 mg, 43%)... The reactants are NC1CC1, Nc1c(SC(F)(F)F)c(C(=O)O)nn1-c1c(Cl)cc(C(F)(F)F)cc1Cl, C1COCCO1, O. The product is Nc1c(SC(F)(F)F)c(C(=O)NC2CC2)nn1-c1c(Cl)cc(C(F)(F)F)cc1Cl. RXN SMILES: [CH:27]1([NH2:30])[CH2:28][CH2:29]1.[NH2:1][c:2]1[c:3]([S:22][C:23]([F:24])([F:25])[F:26])[c:4]([C:19](=[O:20])[OH:21])[n:5][n:6]1-[c:7]1[c:8]([Cl:18])[cH:9][c:10]([C:14]([F:15])([F:16])[F:17])[cH:11][c:12]1[Cl:13].[O:31]1[CH2:32][CH2:33][O:34][CH2:35][CH2:36]1.[OH2:37]>>[NH2:1][c:2]1[c:3]([S:22][C:23]([F:24])([F:25])[F:26])[c:4]([C:19](=[O:20])[NH:30][CH:27]2[CH2:28][CH2:29]2)[n:5][n:6]1-[c:7]1[c:8]([Cl:18])[cH:9][c:10]([C:14]([F:15])([F:16])[F:17])[cH:11][c:12]1[Cl:13]. The reactants are CC=O, CC(C)CN(C(CO)CCCNC(=O)C(N)Cc1cccc2ccccc12)S(=O)(=O)c1ccc(N)cc1. Yields the product CCNC(Cc1cccc2ccccc12)C(=O)NCCCC(CO)N(CC(C)C)S(=O)(=O)c1ccc(N)cc1. As a reaction SMILES: [CH:38]([CH3:39])=[O:40].[NH2:1][CH:2]([C:3](=[O:4])[NH:5][CH2:6][CH2:7][CH2:8][CH:9]([CH2:10][OH:11])[N:12]([CH2:13][CH:14]([CH3:15])[CH3:16])[S:17](=[O:18])(=[O:19])[c:20]1[cH:21][cH:22][c:23]([NH2:26])[cH:24][cH:25]1)[CH2:27][c:28]1[cH:29][cH:30][cH:31][c:32]2[cH:33][cH:34][cH:35][cH:36][c:37]12>>[NH:1]([CH:2]([C:3](=[O:4])[NH:5][CH2:6][CH2:7][CH2:8][CH:9]([CH2:10][OH:11])[N:12]([CH2:13][CH:14]([CH3:15])[CH3:16])[S:17](=[O:18])(=[O:19])[c:20]1[cH:21][cH:22][c:23]([NH2:26])[cH:24][cH:25]1)[CH2:27][c:28]1[cH:29][cH:30][cH:31][c:32]2[cH:33][cH:34][cH:35][cH:36][c:37]12)[CH2:38][CH3:39]. The reactants are O (water), B(Br)(Br)Br (boron tribromide), ClCCl (dichloromethane), C(C1=CC=CC=C1)OC1=CC=2C3=C(C=NC2C=C1OC)N(N=C3C3=CC=C(C#N)C=C3)C (4-(8-benzyloxy-7-methoxy-3-methyl-3H-pyrazolo[3,4-c]quinolin-1-yl)benzonitrile). Solvent: FC(C(=O)O)(F)F (trifluoroacetic acid). Reaction conditions: time 30 minute. Yields the product OC1=CC=2C3=C(C=NC2C=C1OC)N(N=C3C3=CC=C(C#N)C=C3)C (4-(8-hydroxy-7-methoxy-3-methyl-3H-pyrazolo[3,4-c]quinolin-1-yl)benzonitrile). Yield: 95.3%. Reaction SMILES: B(Br)(Br)Br.ClCCl.C([O:15][C:16]1[C:25]([O:26][CH3:27])=[CH:24][C:23]2[N:22]=[CH:21][C:20]3[N:28]([CH3:39])[N:29]=[C:30]([C:31]4[CH:38]=[CH:37][C:34]([C:35]#[N:36])=[CH:33][CH:32]=4)[C:19]=3[C:18]=2[CH:17]=1)C1C=CC=CC=1.O>FC(F)(F)C(O)=O>[OH:15][C:16]1[C:25]([O:26][CH3:27])=[CH:24][C:23]2[N:22]=[CH:21][C:20]3[N:28]([CH3:39])[N:29]=[C:30]([C:31]4[CH:38]=[CH:37][C:34]([C:35]#[N:36])=[CH:33][CH:32]=4)[C:19]=3[C:18]=2[CH:17]=1. Procedure: A 1.0 M boron tribromide solution in dichloromethane (38.2 ml, 38.2 mmol) is slowly added dropwise to a solution of 4-(8-benzyloxy-7-methoxy-3-methyl-3H-pyrazolo[3,4-c]quinolin-1-yl)benzonitrile (3.82 g, 9.09 mmol) in trifluoroacetic acid (38 ml) under a dry nitrogen atmosphere with ice-bath cooling. When the addition is complete, the mixture is subsequently stirred for a further 30 min. When the reaction is complete (HPLC-MS check), the reaction mixture is carefully added to water (800 ml) and ... Starting materials: BrC=1C=C(C(=O)O)C=CC1C (3-bromo-4-methylbenzoic acid), C(C(=O)Cl)(=O)Cl (oxalyl chloride), [NH4+].[OH-] (NH4OH), CN(C)C=O (DMF). Run in C(Cl)Cl (CH2Cl2). Run at temperature 0 celsius, time 15 minute. Product: BrC=1C=C(C(=O)N)C=CC1C (3-bromo-4-methylbenzamide). RXN SMILES: [Br:1][C:2]1[CH:3]=[C:4]([CH:8]=[CH:9][C:10]=1[CH3:11])[C:5](O)=[O:6].C(Cl)(=O)C(Cl)=O.C[N:19](C=O)C.[NH4+].[OH-]>C(Cl)Cl>[Br:1][C:2]1[CH:3]=[C:4]([CH:8]=[CH:9][C:10]=1[CH3:11])[C:5]([NH2:19])=[O:6] |f:3.4|. Procedure details: To a slurry of 3-bromo-4-methylbenzoic acid (2.53 g, 85% purity; 10 mmol) in CH2Cl2 (20 mL) at 0° C., under N2, was added oxalyl chloride (0.91 mL; 10.5 mmol), followed by dropwise addition of DMF (0.04 mL; 0.5 mmol). The mixture was stirred 5 min at 0° C., 15 min at rt, and then heated at reflux under N2 for 1 h. The mixture was cooled, and poured into NH4OH (30 mL; ca. 30% NH3). Precipitated solids were collected by filtration and purified by flash chromatography (EtOAc/hexanes), affording the...